This data is from the Open Reaction Database (ORD), a public repository of structured organic reaction records. The task is: describe an organic reaction: reactants, conditions, products, and yield Reactants: ClC(Cl)(Cl)Cl, ClCCl, OCc1cc(-c2ccc(F)cc2)on1. The product is Fc1ccc(-c2cc(CCl)no2)cc1. RXN SMILES: [Cl:15][C:16]([Cl:17])([Cl:18])[Cl:19].[Cl:20][CH2:21][Cl:22].[F:1][c:2]1[cH:3][cH:4][c:5](-[c:8]2[cH:9][c:10]([CH2:13][OH:14])[n:11][o:12]2)[cH:6][cH:7]1>>[F:1][c:2]1[cH:3][cH:4][c:5](-[c:8]2[cH:9][c:10]([CH2:13][Cl:15])[n:11][o:12]2)[cH:6][cH:7]1. Starting materials: ClC1=C(C=O)C=C(C=N1)C1=CC=C(C=C1)OC (2-Chloro-5-(4-methoxyphenyl)-nicotinaldehyde), N1C=NC=C1 (imidazole), C1(C=CCC1)=O (2-cyclopenten-1-one). Run in CO (MeOH), O (water), CO (MeOH). Product: ClC1=NC=C(C=C1C(C=1C(CCC1)=O)O)C1=CC=C(C=C1)OC (2-[(2-Chloro-5-(4-methoxyphenyl)pyridine-3-yl)(hydroxy)methyl]cyclopent-2-en-1-one). Yield: 90.0%. Reaction SMILES: [Cl:1][C:2]1[N:9]=[CH:8][C:7]([C:10]2[CH:15]=[CH:14][C:13]([O:16][CH3:17])=[CH:12][CH:11]=2)=[CH:6][C:3]=1[CH:4]=[O:5].N1C=CN=C1.[C:23]1(=[O:28])[CH2:27][CH2:26][CH:25]=[CH:24]1>CO.O>[Cl:1][C:2]1[C:3]([CH:4]([OH:5])[C:24]2[C:23](=[O:28])[CH2:27][CH2:26][CH:25]=2)=[CH:6][C:7]([C:10]2[CH:15]=[CH:14][C:13]([O:16][CH3:17])=[CH:12][CH:11]=2)=[CH:8][N:9]=1. Reported procedure: The clear solution of 2-Chloro-5-(4-methoxyphenyl)-nicotinaldehyde (10 mmol, 2.45 g) and imidazole (10 mmol) in 50 ml. of MeOH was slowly charged with 50 ml. of deionized water. To a stirred homogeneous reaction mixture was added 2-cyclopenten-1-one (10.2 mmol. 0.88 g) at room temperature and reaction progress was monitored by TLC. Upon completion of the reaction, excess MeOH was removed under reduced pressure, washed with water and extracted with CHCl3 thrice. Combined organic layers were washe... The reactants are ClC=1N=C(C2=C(N1)C=CC(=N2)CN2CC(C2)N2CCC(CC2)(F)F)N2CCOCC2 (4-(2-chloro-6-((3-(4,4-difluoropiperidin-1-yl)azetidin-1-yl)methyl)pyrido[3,2-d]pyrimidin-4-yl)morpholine), [Si](C)(C)(C(C)(C)C)N1C=CC2=C(C(=CC=C12)F)B1OC(C(O1)(C)C)(C)C (1-(tert-butyldimethylsilyl)-5-fluoro-4-(4,4,5,5-tetramethyl-1,3,2-dioxaborolan-2-yl)-1H-indole). The product is FC1(CCN(CC1)C1CN(C1)CC=1C=CC=2N=C(N=C(C2N1)N1CCOCC1)C1=C2C=CNC2=CC=C1F)F (4-(6-((3-(4,4-difluoropiperidin-1-yl)azetidin-1-yl)methyl)-2-(5-fluoro-1H-indol-4-yl)pyrido[3,2-d]pyrimidin-4-yl)morpholine). Reaction SMILES: Cl[C:2]1[N:3]=[C:4]([N:25]2[CH2:30][CH2:29][O:28][CH2:27][CH2:26]2)[C:5]2[N:11]=[C:10]([CH2:12][N:13]3[CH2:16][CH:15]([N:17]4[CH2:22][CH2:21][C:20]([F:24])([F:23])[CH2:19][CH2:18]4)[CH2:14]3)[CH:9]=[CH:8][C:6]=2[N:7]=1.[Si]([N:38]1[C:46]2[C:41](=[C:42](B3OC(C)(C)C(C)(C)O3)[C:43]([F:47])=[CH:44][CH:45]=2)[CH:40]=[CH:39]1)(C(C)(C)C)(C)C>>[F:23][C:20]1([F:24])[CH2:21][CH2:22][N:17]([CH:15]2[CH2:16][N:13]([CH2:12][C:10]3[CH:9]=[CH:8][C:6]4[N:7]=[C:2]([C:42]5[C:43]([F:47])=[CH:44][CH:45]=[C:46]6[C:41]=5[CH:40]=[CH:39][NH:38]6)[N:3]=[C:4]([N:25]5[CH2:30][CH2:29][O:28][CH2:27][CH2:26]5)[C:5]=4[N:11]=3)[CH2:14]2)[CH2:18][CH2:19]1. Procedure details: 4-(2-chloro-6-((3-(4,4-difluoropiperidin-1-yl)azetidin-1-yl)methyl)pyrido[3,2-d]pyrimidin-4-yl)morpholine was reacted with 1-(tert-butyldimethylsilyl)-5-fluoro-4-(4,4,5,5-tetramethyl-1,3,2-dioxaborolan-2-yl)-1H-indole via General Procedure A to produce 24.7 mg of 125 following reverse phase HPLC purification. MS (Q1) 538.3 (M)+ The reactants are BrCCCCCCBr, CN(C)C=O, [H-], [Na+], O=C1NCCO1. Product: O=C1OCCN1CCCCCCBr. Reaction SMILES: [Br:3][CH2:4][CH2:5][CH2:6][CH2:7][CH2:8][CH2:9][Br:10].[CH3:17][N:18]([CH3:19])[CH:20]=[O:21].[H-:1].[Na+:2].[O:11]1[C:12](=[O:16])[NH:13][CH2:14][CH2:15]1>>[CH2:4]([CH2:5][CH2:6][CH2:7][CH2:8][CH2:9][Br:10])[N:13]1[C:12](=[O:16])[O:11][CH2:15][CH2:14]1. The reactants are CN(C=O)C (N,N-dimethylformamide), C(C(=O)Cl)(=O)Cl (oxalyl chloride), FC(C1=NC2=CC=C(C=C2C=C1)C(=O)O)(F)F (2-(Trifluoromethyl)quinoline-6-carboxylic acid). Solvent: ClCCl (dichloromethane). Run at time 2 hour. The product is FC(C1=NC2=CC=C(C=C2C=C1)C(=O)Cl)(F)F (2-(trifluoromethyl)quinoline-6-carbonyl chloride). As a reaction SMILES: [F:1][C:2]([F:17])([F:16])[C:3]1[CH:12]=[CH:11][C:10]2[C:5](=[CH:6][CH:7]=[C:8]([C:13](O)=[O:14])[CH:9]=2)[N:4]=1.CN(C)C=O.C(Cl)(=O)C([Cl:26])=O>ClCCl>[F:1][C:2]([F:17])([F:16])[C:3]1[CH:12]=[CH:11][C:10]2[C:5](=[CH:6][CH:7]=[C:8]([C:13]([Cl:26])=[O:14])[CH:9]=2)[N:4]=1. Reported procedure: 2-(Trifluoromethyl)quinoline-6-carboxylic acid (0.20 g) was dissolved in dichloromethane. To this solution, a small amount of N,N-dimethylformamide (300 μL) and oxalyl chloride (0.17 g) were added at room temperature and stirred for two hours. After refluxing for 20 minutes, the solvent was distilled off under the reduced pressure and 2-(trifluoromethyl)quinoline-6-carbonyl chloride was obtained as a crude product. To this crude product, 4-(1,1,1,2,3,3,3-heptafluoropropan-2-yl)-2,6-dimethylanili... Starting materials: O=C(O)Cc1ccc2c(c1)OCO2, CNOC. Reagents/catalysts: C1CCC(CC1)N=C=NC2CCCCC2 (DCC), CCOC(=O)C(=NO)C#N (Oxyma). Solvent: CN(C)C=O (DMF), CN(C)C=O (DMF), CN(C)C=O (DMF), CN(C)C=O (DMF), CN(C)C=O (DMF), CN(C)C=O (DMF). Reaction conditions: temperature 25 celsius, time 2 hour. Yields the product CON(C)C(=O)Cc1ccc2c(c1)OCO2. Isolated yield 53.7%. As a reaction SMILES: CNOC.O=C(O)Cc1ccc2c(c1)OCO2.C1CCC(CC1)N=C=NC2CCCCC2.CCOC(=O)C(=NO)C#N.CN(C)C=O>>CON(C)C(=O)Cc1ccc2c(c1)OCO2.